This data is from the Open Reaction Database (ORD), a public repository of structured organic reaction records. The task is: describe an organic reaction: reactants, conditions, products, and yield Solvent: CC#N (CH3CN), O (H2O). The yield is 65.0%. Product: BrCC1=C(C=C(C=C1)C#CC1=CC=C(C=C1)CC(=O)OC)C(C)C (Methyl [4-(4-bromomethyl-3-isopropyl-phenylethynyl)-phenyl]-acetate). RXN SMILES: [Br:1][CH2:2][C:3]1[CH:8]=[CH:7][C:6]([C:9]#[C:10][C:11]2[CH:19]=[CH:18][C:14]([C:15]([O-])=O)=[CH:13][CH:12]=2)=[CH:5][C:4]=1[CH:20]([CH3:22])[CH3:21].[C:23](N1C=CN=C1)(=O)C.[C:31]([O-:34])([O-])=[O:32].[Na+].[Na+]>CC#N.O>[Br:1][CH2:2][C:3]1[CH:8]=[CH:7][C:6]([C:9]#[C:10][C:11]2[CH:19]=[CH:18][C:14]([CH2:15][C:31]([O:34][CH3:23])=[O:32])=[CH:13][CH:12]=2)=[CH:5][C:4]=1[CH:20]([CH3:22])[CH3:21] |f:2.3.4|. Procedure details: A solution of ethyl [4-(4-bromomethyl-3-isopropyl-phenylethynyl]-benzoate (Intermediate 155, 120.0 mg, 0.31 mmol) and 1-acetylimidazole (36.0 mg, 0.33 mmol) in 5 mL CH3CN was heated at 65° C. for 4 hours and then at 55° C. for 16 hours. The solution was cooled to room temperature, diluted with H2O and made basic by addition of Na2CO3, and extracted with EtOAc. The combined organic layers were washed with H2O and saturated aqueous NaCl, dried (MgSO4), and concentrated under reduced pressure. Colu... Starting materials: C(=O)([O-])[O-].[Na+].[Na+] (Na2CO3), BrCC1=C(C=C(C=C1)C#CC1=CC=C(C(=O)[O-])C=C1)C(C)C (4-(4-bromomethyl-3-isopropyl-phenylethynyl)-benzoate), BrCC1=C(C=C(C=C1)C#CC1=CC=C(C(=O)[O-])C=C1)C(C)C (4-(4-bromomethyl-3-isopropyl-phenylethynyl)-benzoate), C(C)(=O)N1C=NC=C1 (1-acetylimidazole). Conditions: time 16 hour. Starting materials: C(C)OP(=O)(OCC)CCCCN1C=NC=2N(C(NC(C12)=O)=O)C (7-(4-diethylphosphonobutyl)-3-methylxanthine), ClCCCCP(OCC)(=O)OCC (diethyl 4-chlorobutanephosphonate), C([O-])([O-])=O.[K+].[K+] (potassium carbonate). Solvent: CN(C)C=O (DMF). Conditions: temperature 70 celsius. Product: C(C)OP(=O)(OCC)CCCCN1C=NC=2N(C(N(C(C12)=O)CCCCP(OCC)(OCC)=O)=O)C (Diethyl 4-{7-[4-(diethoxyphosphoryl)butyl]-3-methylxanthin-1-yl}butyl-phosphonate). RXN SMILES: [CH2:1]([O:3][P:4]([CH2:9][CH2:10][CH2:11][CH2:12][N:13]1[C:21]2[C:20](=[O:22])[NH:19][C:18](=[O:23])[N:17]([CH3:24])[C:16]=2[N:15]=[CH:14]1)([O:6][CH2:7][CH3:8])=[O:5])[CH3:2].Cl[CH2:26][CH2:27][CH2:28][CH2:29][P:30]([O:35][CH2:36][CH3:37])(=[O:34])[O:31][CH2:32][CH3:33].C(=O)([O-])[O-].[K+].[K+]>CN(C=O)C>[CH2:7]([O:6][P:4]([CH2:9][CH2:10][CH2:11][CH2:12][N:13]1[C:21]2[C:20](=[O:22])[N:19]([CH2:26][CH2:27][CH2:28][CH2:29][P:30](=[O:34])([O:35][CH2:36][CH3:37])[O:31][CH2:32][CH3:33])[C:18](=[O:23])[N:17]([CH3:24])[C:16]=2[N:15]=[CH:14]1)([O:3][CH2:1][CH3:2])=[O:5])[CH3:8] |f:2.3.4|. Procedure details: 8 g (0.022 mol) of 7-(4-diethylphosphonobutyl)-3-methylxanthine (according to Example 24) were suspended in 100 ml of DMF, treated with 6.13 g (0.027 mol) of diethyl 4-chlorobutanephosphonate and 3.7 g (0.028 mol) of activated potassium carbonate and heated at 70° C. for 4 hours. The product was then filtered, the filtrate was concentrated under reduced pressure and the oily residue which remained was chromatographed on a silica gel column (eluent: ethyl acetate/methanol 10:1). Starting materials: COC(=O)C(CC1CC(C)C1)N1CC(Oc2ccccc2Cl)=CC1=O, [Li+], C1CCOC1, [OH-], O, O. Product: CC1CC(CC(C(=O)O)N2CC(Oc3ccccc3Cl)=CC2=O)C1. RXN SMILES: [CH3:1][O:2][C:3]([CH:4]([CH2:5][CH:6]1[CH2:7][CH:8]([CH3:10])[CH2:9]1)[N:11]1[C:12](=[O:24])[CH:13]=[C:14]([O:16][c:17]2[c:18]([Cl:23])[cH:19][cH:20][cH:21][cH:22]2)[CH2:15]1)=[O:25].[Li+:29].[O:30]1[CH2:31][CH2:32][CH2:33][CH2:34]1.[OH-:28].[OH2:26].[OH2:27]>>[O:2]=[C:3]([CH:4]([CH2:5][CH:6]1[CH2:7][CH:8]([CH3:10])[CH2:9]1)[N:11]1[C:12](=[O:24])[CH:13]=[C:14]([O:16][c:17]2[c:18]([Cl:23])[cH:19][cH:20][cH:21][cH:22]2)[CH2:15]1)[OH:25]. Starting materials: ClCCl, COc1ccc(C=CC(=O)O)cc1, CCN=C=NCCCN(C)C, Cl, O=C(OCc1ccccc1)C1CCCCN1. Product: COc1ccc(C=CC(=O)N2CCCCC2C(=O)OCc2ccccc2)cc1. RXN SMILES: [CH2:42]([Cl:43])[Cl:44].[CH3:17][O:18][c:19]1[cH:20][cH:21][c:22]([CH:23]=[CH:24][C:25]([OH:26])=[O:27])[cH:28][cH:29]1.[CH3:31][N:32]([CH3:33])[CH2:34][CH2:35][CH2:36][N:37]=[C:38]=[N:39][CH2:40][CH3:41].[ClH:30].[NH:1]1[CH:2]([C:3](=[O:4])[O:5][CH2:6][c:7]2[cH:8][cH:9][cH:10][cH:11][cH:12]2)[CH2:13][CH2:14][CH2:15][CH2:16]1>>[N:1]1([C:25]([CH:24]=[CH:23][c:22]2[cH:21][cH:20][c:19]([O:18][CH3:17])[cH:29][cH:28]2)=[O:26])[CH:2]([C:3](=[O:4])[O:5][CH2:6][c:7]2[cH:8][cH:9][cH:10][cH:11][cH:12]2)[CH2:13][CH2:14][CH2:15][CH2:16]1. Reactants: OC1=CC=C(C=C1)N1C(C=C2CCCCC12)=O (1-(4-hydroxyphenyl)-2-oxo-2,4,5,6,7,7a-hexahydro-indole), CC(C)([O-])C.[K+] (potassium tertiary-butoxide), C(C)(C)N(CCCl)C(C)C (2-diisopropylamino-1-chloroethane). Solvent: C(C)(C)(C)O (tertiary-butanol). The product is C(C)(C)N(CCOC1=CC=C(C=C1)N1C(C=C2CCCCC12)=O)C(C)C (1-[4-(2-diisopropyaminoethoxy)-phenyl]-2-oxo-2,4,5,6,7,7a-hexahydro-indole). The yield is 75.7%. RXN SMILES: [OH:1][C:2]1[CH:7]=[CH:6][C:5]([N:8]2[CH:16]3[C:11]([CH2:12][CH2:13][CH2:14][CH2:15]3)=[CH:10][C:9]2=[O:17])=[CH:4][CH:3]=1.CC(C)([O-])C.[K+].[CH:24]([N:27]([CH:31]([CH3:33])[CH3:32])[CH2:28][CH2:29]Cl)([CH3:26])[CH3:25]>C(O)(C)(C)C>[CH:24]([N:27]([CH:31]([CH3:33])[CH3:32])[CH2:28][CH2:29][O:1][C:2]1[CH:3]=[CH:4][C:5]([N:8]2[CH:16]3[C:11]([CH2:12][CH2:13][CH2:14][CH2:15]3)=[CH:10][C:9]2=[O:17])=[CH:6][CH:7]=1)([CH3:26])[CH3:25] |f:1.2|. Reported procedure: 22.9 g (0.1 mol) of 1-(4-hydroxyphenyl)-2-oxo-2,4,5,6,7,7a-hexahydro-indole were dissolved, as in Example 4, in a solution of 0.1 mol of potassium tertiary-butoxide in 100 cm3 of tertiary-butanol, and then reacted with 18 g (0.11 mol) of 2-diisopropylamino-1-chloroethane. After conventional treatment of the reaction product, and crystallization from heptane, 27 g (yield 76%) of 1-[4-(2-diisopropyaminoethoxy)-phenyl]-2-oxo-2,4,5,6,7,7a-hexahydro-indole were obtained; m.p. 86° C. The reactants are Cc1ncc(C=O)c2c1OC(C)(C)OC2, COCCOCCOC, O=C([O-])C(F)(F)Cl, [Na+], c1ccc(P(c2ccccc2)c2ccccc2)cc1. The product is Cc1ncc(C=C(F)F)c2c1OC(C)(C)OC2. RXN SMILES: [CH3:1][C:2]1([CH3:15])[O:3][CH2:4][c:5]2[c:6]([c:7]([CH3:13])[n:8][cH:9][c:10]2[CH:11]=[O:12])[O:14]1.[CH3:43][O:44][CH2:45][CH2:46][O:47][CH2:48][CH2:49][O:50][CH3:51].[Cl:35][C:36]([C:37]([O-:38])=[O:39])([F:40])[F:41].[Na+:42].[c:16]1([P:17]([c:18]2[cH:19][cH:20][cH:21][cH:22][cH:23]2)[c:24]2[cH:25][cH:26][cH:27][cH:28][cH:29]2)[cH:30][cH:31][cH:32][cH:33][cH:34]1>>[CH3:1][C:2]1([CH3:15])[O:3][CH2:4][c:5]2[c:6]([c:7]([CH3:13])[n:8][cH:9][c:10]2[CH:11]=[C:36]([F:40])[F:41])[O:14]1. Starting materials: CCCCCCCCCCCCOCC(COC(c1ccccc1)(c1ccccc1)c1ccccc1)OCCCCCCCCCC, CO, ClC(Cl)Cl, Cc1ccc(S(=O)(=O)O)cc1. The product is CCCCCCCCCCCCOCC(CO)OCCCCCCCCCC. Reaction SMILES: [CH2:1]([CH2:2][CH2:3][CH2:4][CH2:5][CH2:6][CH2:7][CH2:8][CH2:9][CH2:10][CH2:11][CH3:12])[O:13][CH2:14][CH:15]([CH2:16][O:17][C:18]([c:19]1[cH:20][cH:21][cH:22][cH:23][cH:24]1)([c:25]1[cH:26][cH:27][cH:28][cH:29][cH:30]1)[c:31]1[cH:32][cH:33][cH:34][cH:35][cH:36]1)[O:37][CH2:38][CH2:39][CH2:40][CH2:41][CH2:42][CH2:43][CH2:44][CH2:45][CH2:46][CH3:47].[CH3:59][OH:60].[Cl:61][CH:62]([Cl:63])[Cl:64].[c:48]1([CH3:49])[cH:50][cH:51][c:52]([S:53]([OH:54])(=[O:55])=[O:56])[cH:57][cH:58]1>>[CH2:1]([CH2:2][CH2:3][CH2:4][CH2:5][CH2:6][CH2:7][CH2:8][CH2:9][CH2:10][CH2:11][CH3:12])[O:13][CH2:14][CH:15]([CH2:16][OH:17])[O:37][CH2:38][CH2:39][CH2:40][CH2:41][CH2:42][CH2:43][CH2:44][CH2:45][CH2:46][CH3:47].